This data is from the Open Reaction Database (ORD), a public repository of structured organic reaction records. The task is: describe an organic reaction: reactants, conditions, products, and yield Solvent: CO (MeOH), C[O-].[Na+] (NaOMe). Reactants: C(C1=CC=CC=C1)(=O)O[C@H]1[C@@H](O[C@H]([C@@H]1OC(C1=CC=CC=C1)=O)COC(C1=CC=CC=C1)=O)N1C(=O)NC(=O)C(=C1)F (1-(2', 3', 5'-tri-O-benzoyl-α-L-arabinofuranosyl)-5-fluorouracil). Procedure: To a solution of compound 3 (11.7 g, 20.37 mmol) in MeOH (300 ml), NaOMe (4.2 ml of a methanolic 25% w/v solution) was added and the solution was stirred until the reaction was complete. The solvent was then evaporated and the residue was dissolved in H2O (200 ml), washed with ether and neutralized with Dowex 50 ion exchange resin. After filtration of the resin, the aqueous solution was evaporated to give compound 4 (4.92 g, 92% yield) as a white foam. Reaction SMILES: C([O:9][C@@H:10]1[C@@H:14]([O:15]C(=O)C2C=CC=CC=2)[C@H:13]([CH2:24][O:25]C(=O)C2C=CC=CC=2)[O:12][C@H:11]1[N:34]1[CH:41]=[C:40]([F:42])[C:38](=[O:39])[NH:37][C:35]1=[O:36])(=O)C1C=CC=CC=1>CO.C[O-].[Na+]>[C@@H:11]1([N:34]2[CH:41]=[C:40]([F:42])[C:38](=[O:39])[NH:37][C:35]2=[O:36])[O:12][C@@H:13]([CH2:24][OH:25])[C@H:14]([OH:15])[C@H:10]1[OH:9] |f:2.3|. Isolated yield 92.1%. The product is [C@@H]1([C@H](O)[C@@H](O)[C@@H](O1)CO)N1C(=O)NC(=O)C(=C1)F (1-α-L-arabinofuranosyl-5-fluorouracil). Starting materials: alcohol, C(C)(=O)OCCC (propyl acetate), alcohol, C(C)(=O)[O-] (acetate), halogenated hydrocarbon, ClCCl.C(C)(C)OC(C)=O (dichloromethane isopropylacetate), C(C)(=O)[O-] (acetate), C(C)(=O)OC (methyl acetate), CO.C(C)(=O)OC(C)C (methanol isopropyl acetate), halogenated hydrocarbon, C(C)(=O)[O-] (acetate), C(C)(=O)[O-] (acetate), C(C)(=O)OC(C)C (isopropyl acetate). Run in C(C)O (ethanol), C(C)(=O)OCC (ethyl acetate), CCOCC (ether), ClCCl (dichloromethane), CO (methanol), CCOCC (ether), O1CCCC1 (tetrahydrofuran). Yields the product O1CCCC1.C(C)(=O)OC(C)C (tetrahydrofuran isopropyl acetate). Reaction SMILES: C([O-])(=O)C.C(OC)(=O)C.[C:10]([O:13][CH2:14][CH2:15][CH3:16])(=O)C.[C:17]([O:20][CH:21]([CH3:23])[CH3:22])(=[O:19])[CH3:18].CO.C(OC(C)C)(=O)C.ClCCl.C(OC(=O)C)(C)C>CCOCC.C(OCC)(=O)C.O1CCCC1.ClCCl.C(O)C.CO>[O:13]1[CH2:10][CH2:16][CH2:15][CH2:14]1.[C:17]([O:20][CH:21]([CH3:23])[CH3:22])(=[O:19])[CH3:18] |f:4.5,6.7,14.15|. Procedure: Compounds of formula I in free form and in single stereoisomeric form thus obtained may be converted into a salt by addition of an acid to the free base of a compound of formula I. E.g. a compound of formula I may be dissolved or suspended, or is obtained in dissolved or suspended form, in organic solvent, preferably a solvent or solvent mixture, such as an alcohol, e.g. methanol, ethanol; a halogenated hydrocarbon, e.g. dichloromethane; an ether, e.g. tetrahydrofuran, an acetate, such as methyl... Starting materials: N1C(=CC2=CC=CC=C12)\C=C\C1=CC=CC=C1 ((E)-1-(2-indolyl)-2-phenylethylene), C1(C=CC(N1)=O)=O (maleic acid imide), C1(C=CC(N1)=O)=O (maleic acid imide). Solvent: C1(=CC=CC=C1)C (toluene). Product: C1=CC=CC=2C3=CC=CC=C3NC12 (carbazole). As a reaction SMILES: [NH:1]1[C:9]2[C:4](=[CH:5][CH:6]=[CH:7][CH:8]=2)[CH:3]=[C:2]1/[CH:10]=[CH:11]/[C:12]1[CH:17]=CC=CC=1.C1(=O)NC(=O)C=C1>C1(C)C=CC=CC=1>[CH:10]1[C:2]2[NH:1][C:9]3[C:4](=[CH:5][CH:6]=[CH:7][CH:8]=3)[C:3]=2[CH:17]=[CH:12][CH:11]=1. Procedure: 1.3 g (5.9 mmole) (E)-1-(2-indolyl)-2-phenylethylene and 0.7 g (7.2 mmole) maleic acid imide are heated under reflux for 16 hours in 25 ml toluene. After the addition of 0.1 g (1 mmole) maleic acid imide, it is refluxed for a further 8 hours After cooling, the crystals formed are filtered off and chromatographed on silica gel with toluene/ethyl acetate 4:1. The fraction with the Rf of 0.1 is isolated and recrystallized from toluene. One obtains 1,2,3,3a,4,5,6,10c-octahydro-1,3-dioxo-4-phenylpyrr... Starting materials: ClC1=NC=C(C(=N1)N1C=NC2=C1C=CC=C2)Br (2-chloro-4-(benzimidazol-1-yl)-5-bromopyrimidine), C(C1=CC=CC=C1)OC(=O)N1C(CN(CC1)C(=O)OC(C)(C)C)C(C)N (1-benzyloxycarbonyl-2-(1-aminoethyl)-4-tert-butyloxycarbonylpiperazine). Run in C1(=CC=CC=C1)C (toluene), CCOC(=O)C (EtOAc), O (water). Run at time 14 hour. Yields the product C(C1=CC=CC=C1)OC(=O)N1C(CN(CC1)C(=O)OC(C)(C)C)C(C)NC1=NC=C(C(=N1)N1C=NC2=C1C=CC=C2)Br (2-[1-(1-(Benzyloxycarbonyl)-4-(tert-butyloxycarbonyl)-piperazin-2-yl)ethylamino]-4-(benzimidazol-1-yl)-5-bromopyrimidine). Reaction SMILES: Cl[C:2]1[N:7]=[C:6]([N:8]2[C:12]3[CH:13]=[CH:14][CH:15]=[CH:16][C:11]=3[N:10]=[CH:9]2)[C:5]([Br:17])=[CH:4][N:3]=1.[CH2:18]([O:25][C:26]([N:28]1[CH2:33][CH2:32][N:31]([C:34]([O:36][C:37]([CH3:40])([CH3:39])[CH3:38])=[O:35])[CH2:30][CH:29]1[CH:41]([NH2:43])[CH3:42])=[O:27])[C:19]1[CH:24]=[CH:23][CH:22]=[CH:21][CH:20]=1>C1(C)C=CC=CC=1.CCOC(C)=O.O>[CH2:18]([O:25][C:26]([N:28]1[CH2:33][CH2:32][N:31]([C:34]([O:36][C:37]([CH3:38])([CH3:39])[CH3:40])=[O:35])[CH2:30][CH:29]1[CH:41]([NH:43][C:2]1[N:7]=[C:6]([N:8]2[C:12]3[CH:13]=[CH:14][CH:15]=[CH:16][C:11]=3[N:10]=[CH:9]2)[C:5]([Br:17])=[CH:4][N:3]=1)[CH3:42])=[O:27])[C:19]1[CH:20]=[CH:21][CH:22]=[CH:23][CH:24]=1. Reported procedure: A solution of 2-chloro-4-(benzimidazol-1-yl)-5-bromopyrimidine (100 mg) and 1-benzyloxycarbonyl-2-(1-aminoethyl)-4-tert-butyloxycarbonylpiperazine, diastereomer 1 (EXAMPLE 14 Step D; 115 mg), in 10 mL of toluene was heated to 100° C. and stirred overnight (14 h) at this temperature. The mixture was then cooled and diluted with 20 mL of EtOAc and 30 mL of water. The phases were separated and the aqueous phase was extracted with 2×20 mL of EtOAc. The combined organics were dried over MgSO4 and con... Starting materials: NC=1C=2N(C=C(C1)C)C(=C(N2)C(=O)OCC)C (Ethyl 8-amino-3,6-dimethylimidazo[1,2-a]pyridin-2-carboxylate), CC1=C(CCl)C(=CC=C1)C (2,6-dimethylbenzyl chloride), C([O-])([O-])=O.[K+].[K+] (potassium carbonate), [I-].[Na+] (sodium iodide). Run in C(C)#N (acetonitrile). The product is CC1=C(CNC=2C=3N(C=C(C2)C)C(=C(N3)C(=O)OCC)C)C(=CC=C1)C (Ethyl 8-(2,6-Dimethylbenzylamino)-3,6-dimethylimidazo[1,2-a]pyridin-2-carboxylate). Isolated yield 45.7%. As a reaction SMILES: [NH2:1][C:2]1[C:3]2[N:4]([C:9]([CH3:17])=[C:10]([C:12]([O:14][CH2:15][CH3:16])=[O:13])[N:11]=2)[CH:5]=[C:6]([CH3:8])[CH:7]=1.[CH3:18][C:19]1[CH:26]=[CH:25][CH:24]=[C:23]([CH3:27])[C:20]=1[CH2:21]Cl.C(=O)([O-])[O-].[K+].[K+].[I-].[Na+]>C(#N)C>[CH3:18][C:19]1[CH:26]=[CH:25][CH:24]=[C:23]([CH3:27])[C:20]=1[CH2:21][NH:1][C:2]1[C:3]2[N:4]([C:9]([CH3:17])=[C:10]([C:12]([O:14][CH2:15][CH3:16])=[O:13])[N:11]=2)[CH:5]=[C:6]([CH3:8])[CH:7]=1 |f:2.3.4,5.6|. Procedure details: Ethyl 8-amino-3,6-dimethylimidazo[1,2-a]pyridin-2-carboxylate (1.3 g, 5.6 mmol), 2,6-dimethylbenzyl chloride (0.9 g, 6.2 mmol), potassium carbonate (1.5 g, 11 mmol) and sodium iodide (0.1 g, 0.6 mmol) were added to acetonitrile (15 ml) and refluxed for 20 h. The solvent was evaporated under reduced pressure. The residue was dissolved in methylene chloride , washed twice with water and the organic layer was separated dried (Na2SO4) and evaporated under reduced pressure. Purification of the residu... The reactants are COCC1(Sc2cccc(C)c2)CCN(C(=O)OC(C)(C)C)CC1, O=C([O-])O, CC#N, ClCCl, [K+], O. Product: COCC1(S(=O)c2cccc(C)c2)CCN(C(=O)OC(C)(C)C)CC1. RXN SMILES: [C:1]([CH3:2])([CH3:3])([CH3:4])[O:5][C:6](=[O:7])[N:8]1[CH2:9][CH2:10][C:11]([S:14][c:15]2[cH:16][c:17]([CH3:21])[cH:18][cH:19][cH:20]2)([CH2:22][O:23][CH3:24])[CH2:12][CH2:13]1.[C:25]([O-:26])(=[O:27])[OH:28].[CH3:30][C:31]#[N:32].[Cl:34][CH2:35][Cl:36].[K+:29].[OH2:33]>>[C:1]([CH3:2])([CH3:3])([CH3:4])[O:5][C:6](=[O:7])[N:8]1[CH2:9][CH2:10][C:11]([S:14]([c:15]2[cH:16][c:17]([CH3:21])[cH:18][cH:19][cH:20]2)=[O:26])([CH2:22][O:23][CH3:24])[CH2:12][CH2:13]1.